From a dataset of the Open Reaction Database (ORD), a public repository of structured organic reaction records. describe an organic reaction: reactants, conditions, products, and yield The reactants are CN1N=CC(=C1)C1=CN(C2=NC=C(C=C21)O)COCC[Si](C)(C)C (3-(1-Methyl-1H-pyrazol-4-yl)-1-(2-trimethylsilanyl-ethoxymethyl)-1H-pyrrolo[2,3-b]pyridin-5-ol), BrCC (bromoethane), C(=O)([O-])[O-].[K+].[K+] (K2CO3). The reagents and catalysts are [N+](CCCC)(CCCC)(CCCC)CCCC.[I-] (n-Bu4NI). The solvent is CC(=O)C (acetone). The product is C(C)OC=1C=C2C(=NC1)N(C=C2C=2C=NN(C2)C)COCC[Si](C)(C)C (5-Ethoxy-3-(1-methyl-1H-pyrazol-4-yl)-1-(2-trimethylsilanyl-ethoxymethyl)-1H-pyrrolo[2,3-b]pyridine). Yield: 60.2%. RXN SMILES: [CH3:1][N:2]1[CH:6]=[C:5]([C:7]2[C:15]3[C:10](=[N:11][CH:12]=[C:13]([OH:16])[CH:14]=3)[N:9]([CH2:17][O:18][CH2:19][CH2:20][Si:21]([CH3:24])([CH3:23])[CH3:22])[CH:8]=2)[CH:4]=[N:3]1.Br[CH2:26][CH3:27].C([O-])([O-])=O.[K+].[K+]>[N+](CCCC)(CCCC)(CCCC)CCCC.[I-].CC(C)=O>[CH2:26]([O:16][C:13]1[CH:14]=[C:15]2[C:7]([C:5]3[CH:4]=[N:3][N:2]([CH3:1])[CH:6]=3)=[CH:8][N:9]([CH2:17][O:18][CH2:19][CH2:20][Si:21]([CH3:24])([CH3:23])[CH3:22])[C:10]2=[N:11][CH:12]=1)[CH3:27] |f:2.3.4,5.6|. Procedure details: According to the general procedure using: 27 (60 mg, 0.174 mmol), bromoethane (114 mg, 1.05 mmol), K2CO3 (241 mg, 1.74 mmol) and n-Bu4NI (6.4 mg, 17 μmol) in acetone (4.0 mL) were heated at reflux for 18 h. Purification by PTLC using AcOEt:hexane=6:4 (v/v) as eluent gave 28h as a clear oil (39 mg, 60%).